This data is from the Open Reaction Database (ORD), a public repository of structured organic reaction records. The task is: describe an organic reaction: reactants, conditions, products, and yield Reactants: solution, CC[O-].[Na+] (NaOEt), CC1=CC=C(C=C1)/C=C/C=O ((E)-3-(4-methylphenyl)acrylaldehyde), CC1=CC=C(C=C1)/C=C/C=O ((E)-3-(4-methylphenyl)acrylaldehyde), N(=[N+]=[N-])CC(=O)OCC (ethyl azidoacetate). Run in C(C)O (ethanol), CCO (EtOH). Product: N(=[N+]=[N-])\C(\C(=O)OCC)=C/C=C/C1=CC=C(C=C1)C (Ethyl (2Z,4E)-2-azido-5-(4-methylphenyl)penta-2,4-dienoate). Reaction SMILES: CC[O-].[Na+].[CH3:5][C:6]1[CH:11]=[CH:10][C:9](/[CH:12]=[CH:13]/[CH:14]=O)=[CH:8][CH:7]=1.[N:16]([CH2:19][C:20]([O:22][CH2:23][CH3:24])=[O:21])=[N+:17]=[N-:18]>C(O)C>[N:16](/[C:19](=[CH:14]\[CH:13]=[CH:12]\[C:9]1[CH:8]=[CH:7][C:6]([CH3:5])=[CH:11][CH:10]=1)/[C:20]([O:22][CH2:23][CH3:24])=[O:21])=[N+:17]=[N-:18] |f:0.1|. Reported procedure: Following General Procedure I, a 1.38 M solution of NaOEt in ethanol (30 ml), (E)-3-(4-methylphenyl)acrylaldehyde (Compound 43, 1.1 g, 7.5 mmol) and ethyl azidoacetate (12 ml, 37.5 mmol) in EtOH (20 ml) were reacted to produce the title compound as a solid. Starting materials: C=CCCCCCCCCCCCC (1-tetradecene), ClC1=CC(=CC=C1)C(=O)OO (m-chloroperbenzoic acid). The solvent is C(Cl)Cl (CH2Cl2), C(Cl)Cl (CH2Cl2). The product is C(CCCCCCCCCCC)C1OC1 (Dodecyl Oxirane). RXN SMILES: [CH2:1]=[CH:2][CH2:3][CH2:4][CH2:5][CH2:6][CH2:7][CH2:8][CH2:9][CH2:10][CH2:11][CH2:12][CH2:13][CH3:14].ClC1C=CC=C(C(OO)=[O:23])C=1>C(Cl)Cl>[CH2:3]([CH:2]1[CH2:1][O:23]1)[CH2:4][CH2:5][CH2:6][CH2:7][CH2:8][CH2:9][CH2:10][CH2:11][CH2:12][CH2:13][CH3:14]. Reported procedure: In a flask equipped with a mechanical stirrer and an addition funnel was placed 19.8 g (0.1 mole) of 1-tetradecene and 150 ml of CH2Cl2. The solution was stirred and a suspension of 23 g(0.106 mole) of m-chloroperbenzoic acid in 250 ml of CH2Cl2 was added dropwise. After stirring overnight, the CH2Cl2 solution was washed with 10% aqueous NaHSO3, saturated NaHCO3 solution and then dried over Na2SO4. The residue, after removal of solvent, was distilled through a vigreux column to obtain the title ... Reactants: CCC(=O)Cl, CCC1c2cc(F)ccc2-c2ccccc2N1S(=O)(=O)c1ccc(O)cc1, ClCCl, c1ccncc1. The product is CCC(=O)Oc1ccc(S(=O)(=O)N2c3ccccc3-c3ccc(F)cc3C2CC)cc1. Reaction SMILES: [C:34]([CH2:35][CH3:36])(=[O:37])[Cl:38].[CH2:1]([CH3:2])[CH:3]1[N:4]([S:18](=[O:19])(=[O:20])[c:21]2[cH:22][cH:23][c:24]([OH:27])[cH:25][cH:26]2)[c:5]2[cH:6][cH:7][cH:8][cH:9][c:10]2-[c:11]2[cH:12][cH:13][c:14]([F:17])[cH:15][c:16]21.[Cl:39][CH2:40][Cl:41].[cH:28]1[cH:29][cH:30][n:31][cH:32][cH:33]1>>[CH2:1]([CH3:2])[CH:3]1[N:4]([S:18](=[O:19])(=[O:20])[c:21]2[cH:22][cH:23][c:24]([O:27][C:34]([CH2:35][CH3:36])=[O:37])[cH:25][cH:26]2)[c:5]2[cH:6][cH:7][cH:8][cH:9][c:10]2-[c:11]2[cH:12][cH:13][c:14]([F:17])[cH:15][c:16]21. The reactants are ClC1=CC=C(C(=N1)NC=1NN=C(C1)C1CC1)[N+](=O)[O-] ((6-Chloro-3-nitro-pyridin-2-yl)-(5-cyclopropyl-2H-pyrazol-3-yl)-amine), C(C)(C)(C)OC(=O)N1NC(C2=CC=C(C=C12)N)=O (6-Amino-3-oxo-2,3-dihydro-indazole-1-carboxylic acid tert-butyl ester). Yields the product C1(CC1)C=1C=C(NN1)NC1=C(C=CC(=N1)NC1=CC=C2C(NNC2=C1)=O)[N+](=O)[O-] (6-[6-(5-Cyclopropyl-2H-pyrazol-3-ylamino)-5-nitro-pyridin-2-ylamino]-1,2-dihydro-indazol-3-one). The yield is 16.2%. As a reaction SMILES: Cl[C:2]1[N:7]=[C:6]([NH:8][C:9]2[NH:10][N:11]=[C:12]([CH:14]3[CH2:16][CH2:15]3)[CH:13]=2)[C:5]([N+:17]([O-:19])=[O:18])=[CH:4][CH:3]=1.C(OC([N:27]1[C:35]2[C:30](=[CH:31][CH:32]=[C:33]([NH2:36])[CH:34]=2)[C:29](=[O:37])[NH:28]1)=O)(C)(C)C>>[CH:14]1([C:12]2[CH:13]=[C:9]([NH:8][C:6]3[N:7]=[C:2]([NH:36][C:33]4[CH:34]=[C:35]5[C:30]([C:29](=[O:37])[NH:28][NH:27]5)=[CH:31][CH:32]=4)[CH:3]=[CH:4][C:5]=3[N+:17]([O-:19])=[O:18])[NH:10][N:11]=2)[CH2:16][CH2:15]1. Procedure: 6-[6-(5-Cyclopropyl-2H-pyrazol-3-ylamino)-5-nitro-pyridin-2-ylamino]-1,2-dihydro-indazol-3-one was prepared by the reaction of (6-Chloro-3-nitro-pyridin-2-yl)-(5-cyclopropyl-2H-pyrazol-3-yl)-amine and 6-Amino-3-oxo-2,3-dihydro-indazole-1-carboxylic acid tert-butyl ester in a similar manner as described above to afford 17 mg of the desired product as a bright yellow solid (16.2% yield). H-NMR (CD3OD) δ 8.32(d, 1H), 7.68(d, 1H), 7.65(s, 1H), 7.17(d, 1H), 6.38(d, 1H), 6.24(s, 1H), 1.79(m, 1H), 0.84... Reactants: BrC1=CC(=C(C=C1)C1=NN(C=2C1=NC(=CC2OC(CC)COC)C)C)OC (3-(4-Bromo-2-methoxy-phenyl)-7-(1-methoxymethyl-propoxy)-1,5-dimethyl-1H-pyrazolo[4,3-b]pyridine), C(#N)C=1NC=CC1 (2-cyanopyrrole). Reagents/catalysts: [Cu]I (Copper(I) iodide). The product is COC=1C=C(C=CC1C1=NN(C=2C1=NC(=CC2OC(CC)COC)C)C)N2C(=CC=C2)C#N (1-{3-Methoxy-4-[7-(1-methoxymethyl-propoxy)-1,5-dimethyl-1H-pyrazolo[4,3-b]pyridin-3-yl]-phenyl}-1H-pyrrole-2-carbonitrile). RXN SMILES: Br[C:2]1[CH:7]=[CH:6][C:5]([C:8]2[C:12]3=[N:13][C:14]([CH3:24])=[CH:15][C:16]([O:17][CH:18]([CH2:21][O:22][CH3:23])[CH2:19][CH3:20])=[C:11]3[N:10]([CH3:25])[N:9]=2)=[C:4]([O:26][CH3:27])[CH:3]=1.[C:28]([C:30]1[NH:31][CH:32]=[CH:33][CH:34]=1)#[N:29]>[Cu]I>[CH3:27][O:26][C:4]1[CH:3]=[C:2]([N:31]2[CH:32]=[CH:33][CH:34]=[C:30]2[C:28]#[N:29])[CH:7]=[CH:6][C:5]=1[C:8]1[C:12]2=[N:13][C:14]([CH3:24])=[CH:15][C:16]([O:17][CH:18]([CH2:21][O:22][CH3:23])[CH2:19][CH3:20])=[C:11]2[N:10]([CH3:25])[N:9]=1. Reported procedure: Copper(I) iodide catalyzed Buchwald reaction of compound 18a with 2-cyanopyrrole, following the procedure of Example 10, Step 10B, afforded 1-{3-Methoxy-4-[7-(1-methoxymethyl-propoxy)-1,5-dimethyl-1H-pyrazolo[4,3-b]pyridin-3-yl]-phenyl}-1H-pyrrole-2-carbonitrile (compound 18-1). The solvent is C(C)O (ethanol). The yield is 190.0%. The product is Cl.ClC1=C(C=CC2=C1C(N(CC=1N2C=NC1C=1SC=C(N1)CN(CCC)CCC)C)=O)F (7-chloro-3-(4-dipropylaminomethyl-thiazol-2-yl)-8-fluoro-5-methyl-5,6-dihydro-4H-imidazo[1,5-a][1,4]benzodiazepin-6-one hydrochloride). Reaction conditions: time 10 minute. As a reaction SMILES: [Cl:1][C:2]1[C:7]2[C:8](=[O:30])[N:9]([CH3:29])[CH2:10][C:11]3[N:12]([CH:13]=[N:14][C:15]=3[C:16]3[S:17][CH:18]=[C:19]([CH2:21][N:22]([CH2:26][CH2:27][CH3:28])[CH2:23][CH2:24][CH3:25])[N:20]=3)[C:6]=2[CH:5]=[CH:4][C:3]=1[F:31].Cl>C(O)C>[ClH:1].[Cl:1][C:2]1[C:7]2[C:8](=[O:30])[N:9]([CH3:29])[CH2:10][C:11]3[N:12]([CH:13]=[N:14][C:15]=3[C:16]3[S:17][CH:18]=[C:19]([CH2:21][N:22]([CH2:26][CH2:27][CH3:28])[CH2:23][CH2:24][CH3:25])[N:20]=3)[C:6]=2[CH:5]=[CH:4][C:3]=1[F:31] |f:3.4|. Procedure details: 0.87 g (0.00188 mol) of 7-chloro-3-(4-dipropylaminomethyl-thiazol-2-yl)-8-fluoro-5-methyl-5,6-dihydro-4H-imidazo[1,5-a][1,4]benzodiazepin-6-one in 20 ml of ethanol was treated with 0.51 ml (0.00189 mol) of 3.7N ethanolic hydrochloric acid. After stirring at room temperature for 10 minutes the solution obtained was completely freed from the solvents. The residue was recrystallized from ethanol/ether. There was obtained 0.89 g (95%) of 7-chloro-3-(4-dipropylaminomethyl-thiazol-2-yl)-8-fluoro-5-met... Reactants: ClC1=C(C=CC2=C1C(N(CC=1N2C=NC1C=1SC=C(N1)CN(CCC)CCC)C)=O)F (7-chloro-3-(4-dipropylaminomethyl-thiazol-2-yl)-8-fluoro-5-methyl-5,6-dihydro-4H-imidazo[1,5-a][1,4]benzodiazepin-6-one), Cl (hydrochloric acid). Reactants: CCO, CCOC(=O)CCC=Cc1ccc(C)o1. Yields the product CCOC(=O)CCCCc1ccc(C)o1. Reaction SMILES: [CH3:16][CH2:17][OH:18].[CH3:1][c:2]1[cH:3][cH:4][c:5]([CH:7]=[CH:8][CH2:9][CH2:10][C:11](=[O:12])[O:13][CH2:14][CH3:15])[o:6]1>>[CH3:1][c:2]1[cH:3][cH:4][c:5]([CH2:7][CH2:8][CH2:9][CH2:10][C:11](=[O:12])[O:13][CH2:14][CH3:15])[o:6]1. Reactants: COC(=O)c1cc(-n2cnnc2)c(C(F)(F)F)cc1NC(C)=O, CO, O, O=S(=O)(O)O. The product is COC(=O)c1cc(-n2cnnc2)c(C(F)(F)F)cc1N. Reaction SMILES: [CH3:1][O:2][C:3]([c:4]1[c:5]([NH:19][C:20](=[O:21])[CH3:22])[cH:6][c:7]([C:15]([F:16])([F:17])[F:18])[c:8](-[n:10]2[cH:11][n:12][n:13][cH:14]2)[cH:9]1)=[O:23].[CH3:29][OH:30].[OH2:31].[S:24](=[O:25])(=[O:26])([OH:27])[OH:28]>>[CH3:1][O:2][C:3]([c:4]1[c:5]([NH2:19])[cH:6][c:7]([C:15]([F:16])([F:17])[F:18])[c:8](-[n:10]2[cH:11][n:12][n:13][cH:14]2)[cH:9]1)=[O:23]. Reactants: C(C1=CC=CC=C1)OC=1C=CC(=C(C1)C(C)=O)OC1=CC=NC2=CC(=C(C=C12)OC)OC (1-[5-Benzyloxy-2-(6,7-dimethoxy-quinolin-4-yloxy)-phenyl]-ethanone), FC(C(=O)O)(F)F (trifluoroacetic acid), C(C1=CC=CC=C1)OC=1C=CC(=C(C1)C(C)=O)OC1=CC=NC2=CC(=C(C=C12)OC)OC (1-[5-Benzyloxy-2-(6,7-dimethoxy-quinolin-4-yloxy)-phenyl]-ethanone), CS(=O)(=O)O (methanesulfonic acid). Conditions: temperature 70 celsius, time 1.5 hour. Product: COC=1C=C2C(=CC=NC2=CC1OC)OC1=C(C=C(C=C1)O)C(C)=O (1-[2-(6,7-Dimethoxy-quinolin-4-yloxy)-5-hydroxy-phenyl]-ethanone). Isolated yield 97.6%. RXN SMILES: C([O:8][C:9]1[CH:10]=[CH:11][C:12]([O:18][C:19]2[C:28]3[C:23](=[CH:24][C:25]([O:31][CH3:32])=[C:26]([O:29][CH3:30])[CH:27]=3)[N:22]=[CH:21][CH:20]=2)=[C:13]([C:15](=[O:17])[CH3:16])[CH:14]=1)C1C=CC=CC=1.CS(O)(=O)=O.FC(F)(F)C(O)=O>>[CH3:30][O:29][C:26]1[CH:27]=[C:28]2[C:23](=[CH:24][C:25]=1[O:31][CH3:32])[N:22]=[CH:21][CH:20]=[C:19]2[O:18][C:12]1[CH:11]=[CH:10][C:9]([OH:8])=[CH:14][C:13]=1[C:15](=[O:17])[CH3:16]. Procedure details: 1-[5-Benzyloxy-2-(6,7-dimethoxy-quinolin-4-yloxy)-phenyl]-ethanone (compound 175) (188 mg) was suspended in a mixed solution composed of methanesulfonic acid (0.3 ml) and trifluoroacetic acid (4 ml) to prepare a suspension which was then stirred at 70° C. for 1.5 hr. The solvent was removed by distillation under the reduced pressure, water was added to the residue, and the mixture was neutralized with sodium hydrogencarbonate powder and was then extracted with chloroform. The chloroform layer wa...